From a dataset of the Open Reaction Database (ORD), a public repository of structured organic reaction records. describe an organic reaction: reactants, conditions, products, and yield Run at time 1 hour. Run in C(Cl)Cl (DCM). Procedure details: (R)-tert-butyl 2-((2-(2,6-difluoro-4-(methylcarbamoyl)phenyl)-5-methyl-1H-benzo[d]imidazol-1-yl)methyl)morpholine-4-carboxylate (770 mg, 1.54 mmol) was dissolved in DCM (10.0 mL). Afterward, TFA (2.00 mL) was added to the mixture at 0° C. The resulting mixture was stirred at room temperature for 1 hr and then concentrated under reduced pressure. The crude (S)-3,5-difluoro-N-methyl-4-(5-methyl-1-(morpholin-2-ylmethyl)-1H-benzo[d]imidazol-2-yl)benzamide trifluoroacetic acid salt product was used w... Starting materials: FC1=C(C(=CC(=C1)C(NC)=O)F)C1=NC2=C(N1C[C@@H]1CN(CCO1)C(=O)OC(C)(C)C)C=CC(=C2)C ((R)-tert-butyl 2-((2-(2,6-difluoro-4-(methylcarbamoyl)phenyl)-5-methyl-1H-benzo[d]imidazol-1-yl)methyl)morpholine-4-carboxylate), C(=O)(C(F)(F)F)O (TFA). Reaction SMILES: [F:1][C:2]1[CH:7]=[C:6]([C:8](=[O:11])[NH:9][CH3:10])[CH:5]=[C:4]([F:12])[C:3]=1[C:13]1[N:17]([CH2:18][C@H:19]2[O:24][CH2:23][CH2:22][N:21](C(OC(C)(C)C)=O)[CH2:20]2)[C:16]2[CH:32]=[CH:33][C:34]([CH3:36])=[CH:35][C:15]=2[N:14]=1.[C:37]([OH:43])([C:39]([F:42])([F:41])[F:40])=[O:38]>C(Cl)Cl>[F:40][C:39]([F:42])([F:41])[C:37]([OH:43])=[O:38].[F:12][C:4]1[CH:5]=[C:6]([CH:7]=[C:2]([F:1])[C:3]=1[C:13]1[N:17]([CH2:18][C@H:19]2[O:24][CH2:23][CH2:22][NH:21][CH2:20]2)[C:16]2[CH:32]=[CH:33][C:34]([CH3:36])=[CH:35][C:15]=2[N:14]=1)[C:8]([NH:9][CH3:10])=[O:11] |f:3.4|. Yields the product FC(C(=O)O)(F)F.FC=1C=C(C(=O)NC)C=C(C1C1=NC2=C(N1C[C@@H]1CNCCO1)C=CC(=C2)C)F ((S)-3,5-difluoro-N-methyl-4-(5-methyl-1-(morpholin-2-ylmethyl)-1H-benzo[d]imidazol-2-yl)benzamide trifluoroacetic acid salt).